Dataset: the Open Reaction Database (ORD), a public repository of structured organic reaction records. Task: describe an organic reaction: reactants, conditions, products, and yield The reactants are CCCCCCCCCCCC1C=C(Cl)C=C(C)N1C(=O)OC(C)(C)C, CO, [Li+], [Li+], O=C([O-])[O-]. Product: CCCCCCCCCCCC1CCC=C(C)N1C(=O)OC(C)(C)C. As a reaction SMILES: [C:1]([CH3:2])([CH3:3])([CH3:4])[O:5][C:6](=[O:7])[N:8]1[CH:9]([CH2:16][CH2:17][CH2:18][CH2:19][CH2:20][CH2:21][CH2:22][CH2:23][CH2:24][CH2:25][CH3:26])[CH:10]=[C:11]([Cl:15])[CH:12]=[C:13]1[CH3:14].[CH3:33][OH:34].[Li+:27].[Li+:28].[O-:29][C:30](=[O:31])[O-:32]>>[C:1]([CH3:2])([CH3:3])([CH3:4])[O:5][C:6](=[O:7])[N:8]1[CH:9]([CH2:16][CH2:17][CH2:18][CH2:19][CH2:20][CH2:21][CH2:22][CH2:23][CH2:24][CH2:25][CH3:26])[CH2:10][CH2:11][CH:12]=[C:13]1[CH3:14].